Dataset: the Open Reaction Database (ORD), a public repository of structured organic reaction records. Task: describe an organic reaction: reactants, conditions, products, and yield The product is COc1ccc(Nc2cnc(Br)cn2)cc1. Reaction SMILES: [Br:12][c:13]1[n:14][cH:15][c:16]([NH2:19])[n:17][cH:18]1.[C:32]([O-:33])(=[O:34])[CH3:35].[C:37]([O-:38])(=[O:39])[CH3:40].[CH3:1][O:2][c:3]1[cH:4][cH:5][c:6]([B:9]([OH:10])[OH:11])[cH:7][cH:8]1.[CH3:20][N:21]([c:22]1[cH:23][cH:24][n:25][cH:26][cH:27]1)[CH3:28].[Cl:29][CH2:30][Cl:31].[Cu+2:36]>>[CH3:1][O:2][c:3]1[cH:4][cH:5][c:6]([NH:19][c:16]2[cH:15][n:14][c:13]([Br:12])[cH:18][n:17]2)[cH:7][cH:8]1. Starting materials: Nc1cnc(Br)cn1, CC(=O)[O-], CC(=O)[O-], COc1ccc(B(O)O)cc1, CN(C)c1ccncc1, ClCCl, [Cu+2].